From a dataset of the Open Reaction Database (ORD), a public repository of structured organic reaction records. describe an organic reaction: reactants, conditions, products, and yield Starting materials: C(C)(=O)NC=1C(C(=O)O)=C(C=CC1)I (N-Acetyl-6-Iodo-Anthranilic acid), Cl (HCl). Yields the product Cl.IC=1C=CC=C(C1C(=O)O)N (6-Iodo Anthranilic Acid Hydrochloride). As a reaction SMILES: C([NH:4][C:5]1[C:6](=[C:10]([I:14])[CH:11]=[CH:12][CH:13]=1)[C:7]([OH:9])=[O:8])(=O)C.[ClH:15]>>[ClH:15].[I:14][C:10]1[CH:11]=[CH:12][CH:13]=[C:5]([NH2:4])[C:6]=1[C:7]([OH:9])=[O:8] |f:2.3|. Procedure: Charge a 12 L, 3-neck flask, equipped with a stirrer, condenser, heating mantle and thermometer with N-Acetyl-6-Iodo-Anthranilic acid (400 grams) and 2.5 L concentrated HCl. Adjust the temperature to 50-55° C. and maintain for 24 hours. Higher temperatures may decompose the product. Chill the reaction to less than 5° C. in an ice bath, filter the product, wash the filter “cake” with acetone, then diethylether. Air dry the product. Yield was 340 grams. (Theoretical yield=374.4 grams). Melting poi...